Dataset: the Open Reaction Database (ORD), a public repository of structured organic reaction records. Task: describe an organic reaction: reactants, conditions, products, and yield Reactants: OC=1C=CC=C2C=CC=NC12 (8-hydroxyquinoline), BrC=1C=CC2=C(N(C=3CCN(CCC32)C(=O)OC(C)(C)C)C)N1 (tert-Butyl 2-bromo-10-methyl-5,8,9,10-tetrahydropyrido[3′,2′:4,5]pyrrolo[2,3-d]azepine-7(6H)-carboxylate), FC(C1=CC=C(N=N1)C1=CC(NC=C1)=O)(F)F (4-(6-(trifluoromethyl)pyridazin-3-yl)pyridin-2(1H)-one), C(=O)([O-])[O-].[Cs+].[Cs+] (Cs2CO3). RXN SMILES: Br[C:2]1[CH:3]=[CH:4][C:5]2[C:14]3[CH2:13][CH2:12][N:11]([C:15]([O:17][C:18]([CH3:21])([CH3:20])[CH3:19])=[O:16])[CH2:10][CH2:9][C:8]=3[N:7]([CH3:22])[C:6]=2[N:23]=1.[F:24][C:25]([F:40])([F:39])[C:26]1[N:31]=[N:30][C:29]([C:32]2[CH:37]=[CH:36][NH:35][C:34](=[O:38])[CH:33]=2)=[CH:28][CH:27]=1.C([O-])([O-])=O.[Cs+].[Cs+].OC1C=CC=C2C=1N=CC=C2>CS(C)=O.[Cu](I)I>[CH3:22][N:7]1[C:8]2[CH2:9][CH2:10][N:11]([C:15]([O:17][C:18]([CH3:21])([CH3:20])[CH3:19])=[O:16])[CH2:12][CH2:13][C:14]=2[C:5]2[CH:4]=[CH:3][C:2]([N:35]3[CH:36]=[CH:37][C:32]([C:29]4[N:30]=[N:31][C:26]([C:25]([F:39])([F:24])[F:40])=[CH:27][CH:28]=4)=[CH:33][C:34]3=[O:38])=[N:23][C:6]1=2 |f:2.3.4|. Reagents/catalysts: [Cu](I)I (copper iodide). Isolated yield 24.8%. Product: CN1C2=C(C3=C1CCN(CC3)C(=O)OC(C)(C)C)C=CC(=N2)N2C(C=C(C=C2)C=2N=NC(=CC2)C(F)(F)F)=O (tert-Butyl 10-methyl-2-(2-oxo-4-(6-(trifluoromethyl)pyridazin-3-yl)pyridin-1(2H)-yl)-5,8,9,10-tetrahydropyrido[3′,2′:4,5]pyrrolo[2,3-d]azepine-7(6H)-carboxylate). Solvent: CS(=O)C (DMSO). Procedure: tert-Butyl 2-bromo-10-methyl-5,8,9,10-tetrahydropyrido[3′,2′:4,5]pyrrolo[2,3-d]azepine-7(6H)-carboxylate (0.13 g, 0.35 mmol), 4-(6-(trifluoromethyl)pyridazin-3-yl)pyridin-2(1H)-one (85 mg, 0.35 mmol), and Cs2CO3 (0.13 g, 0.39 mmol) were suspended in DMSO (2.0 mL), and the mixture was degassed under vacuum for 15 min. The system was flushed with Ar, and 8-hydroxyquinoline (15 mg, 0.11 mmol) and copper iodide (86 mg, 0.45 mmol) were added to the suspension. The evacuation/Ar flushing process was r... Conditions: temperature 130 celsius, time 30 minute. Reactants: C=CCn1c(N2CCCN(C(=O)OC(C)(C)C)CC2)nc2ccccc21, CCO, CCOCC, I. The product is I, C=CCn1c(N2CCCNCC2)nc2ccccc21. RXN SMILES: [C:1]([O:2][C:3](=[O:4])[N:8]1[CH2:9][CH2:10][N:11]([c:15]2[n:16][c:17]3[c:18]([n:19]2[CH2:20][CH:21]=[CH2:22])[cH:23][cH:24][cH:25][cH:26]3)[CH2:12][CH2:13][CH2:14]1)([CH3:5])([CH3:6])[CH3:7].[CH3:28][CH2:29][OH:30].[CH3:31][CH2:32][O:33][CH2:34][CH3:35].[IH:27]>>[IH:27].[NH:8]1[CH2:9][CH2:10][N:11]([c:15]2[n:16][c:17]3[c:18]([n:19]2[CH2:20][CH:21]=[CH2:22])[cH:23][cH:24][cH:25][cH:26]3)[CH2:12][CH2:13][CH2:14]1. Starting materials: C1(=CC=CC=C1)C(C1=CC=CC=C1)OC(=O)C12C(=CC3C2(CC2C(CCC2C1(C3)C=O)C)COC31OC2C(O3)OC(C2OCCCCCCCCCCCCCCCC)C1O)C(C)C (8a-[[[6-(cetyloxy)tetrahydro-7-hydroxy-2,5-methanofuro[2,3-d]-1,3-dioxol-2-yl]oxy]methyl]-4-formyl-4,4a,5,6,7,7a,8,8a-octahydro-7-methyl-3-(1-methylethyl)-1,4-methano-s-indacene-3a(1H)-carboxylic acid diphenylmethyl ester). Reagents/catalysts: [C].[Pd] (palladium-carbon). The solvent is C(C)(=O)OCC (ethyl acetate). Conditions: time 1 hour. The product is C(CCCCCCCCCCCCCCC)OC1C2OC3OC(OC31)(C2O)OCC23CC1C(CCC1C1(C3(C(=CC2C1)C(C)C)C(=O)O)C=O)C (8a-[[[6-(cetyloxy)tetrahydro-7-hydroxy-2,5-methanofuro[2,3-d]-1,3-dioxol-2-yl]oxy]methyl]-4-formyl-4,4a,5,6,7,7a,8,8a-octahydro-7-methyl-3-(1-methylethyl)-1,4-methano-s-indacene-3a(1H)-carboxylic acid). Isolated yield 60.6%. RXN SMILES: C1(C([O:14][C:15]([C:17]23[C:28]4([CH:30]=[O:31])[CH2:29][CH:20]([C:21]2([CH2:33][O:34][C:35]25[CH:60]([OH:61])[CH:41]6[CH:42]([O:43][CH2:44][CH2:45][CH2:46][CH2:47][CH2:48][CH2:49][CH2:50][CH2:51][CH2:52][CH2:53][CH2:54][CH2:55][CH2:56][CH2:57][CH2:58][CH3:59])[CH:37]([CH:38]([O:40]6)[O:39]2)[O:36]5)[CH2:22][CH:23]2[CH:27]4[CH2:26][CH2:25][CH:24]2[CH3:32])[CH:19]=[C:18]3[CH:62]([CH3:64])[CH3:63])=[O:16])C2C=CC=CC=2)C=CC=CC=1>C(OCC)(=O)C.[C].[Pd]>[CH2:44]([O:43][CH:42]1[CH:37]2[CH:38]3[O:39][C:35]([O:34][CH2:33][C:21]45[CH:20]6[CH2:29][C:28]([CH:30]=[O:31])([C:17]4([C:15]([OH:16])=[O:14])[C:18]([CH:62]([CH3:63])[CH3:64])=[CH:19]6)[CH:27]4[CH:23]([CH:24]([CH3:32])[CH2:25][CH2:26]4)[CH2:22]5)([CH:60]([OH:61])[CH:41]1[O:40]3)[O:36]2)[CH2:45][CH2:46][CH2:47][CH2:48][CH2:49][CH2:50][CH2:51][CH2:52][CH2:53][CH2:54][CH2:55][CH2:56][CH2:57][CH2:58][CH3:59] |f:2.3|. Procedure details: 25.0 mg of compound (52) was dissolved in 2.89 ml of ethyl acetate and allowed to react in the presence of a catalytic amount of 10% palladium-carbon under stirring under a hydrogen atmosphere at room temperature for 1 hour. The reaction solution was filtered, and the filtrate was concentrated in vacuo. The reaction product was charged onto a silica gel column (Kieselgel 60, Merck, 1.0φ×21 cm) and eluted with n-hexane-chloroform (2:1) to give 12.3 mg of compound (53) as a colorless oily substanc...